This data is from the Open Reaction Database (ORD), a public repository of structured organic reaction records. The task is: describe an organic reaction: reactants, conditions, products, and yield Reactants: FC(C=1C=C(C(=O)N2[C@@H](CN(CC2)CC#CCCl)CC2=CNC3=CC=CC=C23)C=C(C1)C(F)(F)F)(F)F ((2R)-1-[3,5-bis(trifluoromethyl)benzoyl]-2-[(1H-indol-3-yl)methyl]-4-(4-chloro-2-butynyl)piperazine), COC[C@@H]1NCCC1 ((R)-2-(methoxymethyl)pyrrolidine), C([O-])([O-])=O.[K+].[K+] (potassium carbonate), [I-].[K+] (potassium iodide). The solvent is CN(C=O)C (N,N-dimethylformamide), O (water). Run at time 5 hour. Yields the product Cl.Cl.FC(C=1C=C(C(=O)N2[C@@H](CN(CC2)CC#CCN2[C@H](CCC2)COC)CC2=CNC3=CC=CC=C23)C=C(C1)C(F)(F)F)(F)F ((2R)-1-[3,5-bis(trifluoromethyl)benzoyl]-2-[(1H-indol-3-yl)methyl]-4-[4-[(2R)-2-(methoxymethyl)pyrrolidino]-2-butynyl]piperazine dihydrochloride). Yield: 118.8%. Reaction SMILES: [F:1][C:2]([F:37])([F:36])[C:3]1[CH:4]=[C:5]([CH:29]=[C:30]([C:32]([F:35])([F:34])[F:33])[CH:31]=1)[C:6]([N:8]1[CH2:13][CH2:12][N:11]([CH2:14][C:15]#[C:16][CH2:17][Cl:18])[CH2:10][C@H:9]1[CH2:19][C:20]1[C:28]2[C:23](=[CH:24][CH:25]=[CH:26][CH:27]=2)[NH:22][CH:21]=1)=[O:7].[CH3:38][O:39][CH2:40][C@H:41]1[CH2:45][CH2:44][CH2:43][NH:42]1.C(=O)([O-])[O-].[K+].[K+].[I-].[K+]>CN(C)C=O.O>[ClH:18].[ClH:18].[F:1][C:2]([F:37])([F:36])[C:3]1[CH:4]=[C:5]([CH:29]=[C:30]([C:32]([F:35])([F:34])[F:33])[CH:31]=1)[C:6]([N:8]1[CH2:13][CH2:12][N:11]([CH2:14][C:15]#[C:16][CH2:17][N:42]2[CH2:43][CH2:44][CH2:45][C@@H:41]2[CH2:40][O:39][CH3:38])[CH2:10][C@H:9]1[CH2:19][C:20]1[C:28]2[C:23](=[CH:24][CH:25]=[CH:26][CH:27]=2)[NH:22][CH:21]=1)=[O:7] |f:2.3.4,5.6,9.10.11|. Procedure details: A mixture of (2R)-1-[3,5-bis(trifluoromethyl)benzoyl]-2-[(1H-indol-3-yl)methyl]-4-(4-chloro-2-butynyl)piperazine (0.25 g), (R)-2-(methoxymethyl)pyrrolidine (0.10 g), potassium carbonate (0.25 g) and potassium iodide (10 mg) in dry N,N-dimethylformamide (5 ml) was stirred for 5 hours at room temperature. The mixture was poured into water and extracted with ethyl acetate. The extract was washed with brine, dried over magnesium sulfate and evaporated under reduced pressure. The residue was purified... Starting materials: FC(C(=O)NCCC(O)C1=C(C=CC(=C1)\C=C\C1(CCCCC1)O)F)(F)F ((E)-2,2,2-trifluoro-N-(3-(2-fluoro-5-(2-(1-hydroxycyclohexyl)vinyl)phenyl)-3-hydroxypropyl)acetamide), Cl (hydrochloride). Yields the product NCCC(O)C=1C=C(/C=C/C2(CCCCC2)O)C=CC1F ((E)-1-(3-(3-amino-1-hydroxypropyl)-4-fluorostyryl)cyclohexanol). RXN SMILES: FC(F)(F)C([NH:5][CH2:6][CH2:7][CH:8]([C:10]1[CH:15]=[C:14](/[CH:16]=[CH:17]/[C:18]2([OH:24])[CH2:23][CH2:22][CH2:21][CH2:20][CH2:19]2)[CH:13]=[CH:12][C:11]=1[F:25])[OH:9])=O.Cl>>[NH2:5][CH2:6][CH2:7][CH:8]([C:10]1[CH:15]=[C:14]([CH:13]=[CH:12][C:11]=1[F:25])/[CH:16]=[CH:17]/[C:18]1([OH:24])[CH2:23][CH2:22][CH2:21][CH2:20][CH2:19]1)[OH:9]. Reported procedure: Deprotection of (E)-2,2,2-trifluoro-N-(3-(2-fluoro-5-(2-(1-hydroxycyclohexyl)vinyl)phenyl)-3-hydroxypropyl)acetamide followed by HCL salt formation following the methods used in Example 123 gave. Example 128 hydrochloride as a light color solid. Yield (0.08 g, 49%): 1H NMR (400 MHz, MeOD) δ 7.59 (dd, J=6.4, 2.4 Hz, 1H), 7.32-7.36 (m, 1H), 6.99 (dd, J=10.4, 8.8 Hz, 1H), 6.74 (d, J=16.0 Hz, 1H), 6.43 (d, J=16.4 Hz, 1H), 5.89 (t, J=2.4 Hz, 1H), 5.11 (dd, J=8.4, 4.4 Hz, 1H), 3.02-3.16 (m, 2H), 2.14-...